From a dataset of the Open Reaction Database (ORD), a public repository of structured organic reaction records. describe an organic reaction: reactants, conditions, products, and yield The reactants are O1C(C1C)OC1=CC=C(C=C1)C1=NC2=CC(=C(C=C2C(N1C)=O)OC)OC (2-[4-(1,2-epoxy-propoxy)-phenyl]-3-methyl-6,7-dimethoxy-3,4-dihydro-quinazolin-4-one), CC1=C(OCCN)C=CC=C1 (2-(2-methyl-phenoxy)-ethylamine). Yields the product OC(COC1=CC=C(C=C1)C1=NC2=CC(=C(C=C2C(N1C)=O)OC)OC)CNCCOC1=C(C=CC=C1)C (2-{4-[2-Hydroxy-3-(2-(2-methyl-phenoxy)-ethylamino)-propoxy]-phenyl}-3-methyl-6,7-dimethoxy-3,4-dihydro-quinazolin-4-one). Reaction SMILES: [O:1]1[CH:3]([CH3:4])[CH:2]1[O:5][C:6]1[CH:11]=[CH:10][C:9]([C:12]2[N:21]([CH3:22])[C:20](=[O:23])[C:19]3[C:14](=[CH:15][C:16]([O:26][CH3:27])=[C:17]([O:24][CH3:25])[CH:18]=3)[N:13]=2)=[CH:8][CH:7]=1.[CH3:28][C:29]1[CH:38]=[CH:37][CH:36]=[CH:35][C:30]=1[O:31][CH2:32][CH2:33][NH2:34]>>[OH:1][CH:3]([CH2:4][NH:34][CH2:33][CH2:32][O:31][C:30]1[CH:35]=[CH:36][CH:37]=[CH:38][C:29]=1[CH3:28])[CH2:2][O:5][C:6]1[CH:11]=[CH:10][C:9]([C:12]2[N:21]([CH3:22])[C:20](=[O:23])[C:19]3[C:14](=[CH:15][C:16]([O:26][CH3:27])=[C:17]([O:24][CH3:25])[CH:18]=3)[N:13]=2)=[CH:8][CH:7]=1. Procedure: This compound was prepared analogous to Example 2 from 2-[4-(1,2-epoxy-propoxy)-phenyl]-3-methyl-6,7-dimethoxy-3,4-dihydro-quinazolin-4-one and 2-(2-methyl-phenoxy)-ethylamine. The reactants are C(C)(=O)OC[C@H]1OC(C[C@@H](C1)O[Si](C)(C)C(C)(C)C)=O (((2S,4R)-4-(tert-Butyldimethylsilyloxy)-6-oxo-tetrahydro-2H-pyran-2-yl)methyl acetate), [tBu2SnOH(Cl)]2. The solvent is CO.C1CCOC1 (MeOH THF). Reaction conditions: temperature 24 celsius, time 27 hour. The product is [Si](C)(C)(C(C)(C)C)O[C@H]1CC(O[C@@H](C1)CO)=O ((4R,6S)-4-(tert-butyldimethylsilyloxy)-6-(hydroxymethyl)-tetrahydro-pyran-2-one). Yield: 54.2%. RXN SMILES: C([O:4][CH2:5][C@@H:6]1[CH2:11][C@@H:10]([O:12][Si:13]([C:16]([CH3:19])([CH3:18])[CH3:17])([CH3:15])[CH3:14])[CH2:9][C:8](=[O:20])[O:7]1)(=O)C>CO.C1COCC1>[Si:13]([O:12][C@@H:10]1[CH2:11][C@@H:6]([CH2:5][OH:4])[O:7][C:8](=[O:20])[CH2:9]1)([C:16]([CH3:19])([CH3:18])[CH3:17])([CH3:15])[CH3:14] |f:1.2|. Reported procedure: ((2S,4R)-4-(tert-Butyldimethylsilyloxy)-6-oxo-tetrahydro-2H-pyran-2-yl)methyl acetate (8.36 g, 27.64 mmol) and [tBu2SnOH(Cl)]2 (1.577 g, 2.764 mmol) are dissolved in MeOH/THF mixture (280 mL). The reaction mixture is stirred at 23-25° C. for 27 h. After the solvent is removed under reduced pressure, the remained residue is purified by silica gel chromatography (elution with tBuMeO/hexane mixture) to afford a crude product as white solid (5.59 g, 78%). Recrystallization from n-hexane affords (3.9... Reactants: CCN(CC1CO1)c1ccccc1, [Li]CCCC, Cc1cccnc1, CC(C)NC(C)C, C1CCOC1, O. Product: CCN(CC(O)CCc1cccnc1)c1ccccc1. Reaction SMILES: [CH2:20]([CH3:21])[N:22]([c:23]1[cH:24][cH:25][cH:26][cH:27][cH:28]1)[CH2:29][CH:30]1[O:31][CH2:32]1.[CH2:8]([Li:9])[CH2:10][CH2:11][CH3:12].[CH3:13][c:14]1[cH:15][cH:16][cH:17][n:18][cH:19]1.[CH:1]([NH:2][CH:3]([CH3:4])[CH3:5])([CH3:6])[CH3:7].[O:33]1[CH2:34][CH2:35][CH2:36][CH2:37]1.[OH2:38]>>[CH2:13]([c:14]1[cH:15][cH:16][cH:17][n:18][cH:19]1)[CH2:32][CH:30]([CH2:29][N:22]([CH2:20][CH3:21])[c:23]1[cH:24][cH:25][cH:26][cH:27][cH:28]1)[OH:31]. Reactants: N12CC(C(CC1)CC2)=O (3-quinuclidinone), [OH-].[Na+] (sodium hydroxide), C(C)C(COC1=CC=C(C=O)C=C1)CCCC (4-(2-ethylhexyloxy)benzaldehyde). Solvent: O (water), C(C)O (ethanol). The product is C(C)C(COC1=CC=C(C=C2N3CCC(C2=O)CC3)C=C1)CCCC (2-[4-(2-ethylhexyloxy)benzylidene]quinuclidin-3-one). As a reaction SMILES: [N:1]12[CH2:8][CH2:7][CH:4]([CH2:5][CH2:6]1)[C:3](=[O:9])[CH2:2]2.[OH-].[Na+].[CH2:12]([CH:14]([CH2:25][CH2:26][CH2:27][CH3:28])[CH2:15][O:16][C:17]1[CH:24]=[CH:23][C:20]([CH:21]=O)=[CH:19][CH:18]=1)[CH3:13]>O.C(O)C>[CH2:12]([CH:14]([CH2:25][CH2:26][CH2:27][CH3:28])[CH2:15][O:16][C:17]1[CH:18]=[CH:19][C:20]([CH:21]=[C:2]2[C:3](=[O:9])[CH:4]3[CH2:7][CH2:8][N:1]2[CH2:6][CH2:5]3)=[CH:23][CH:24]=1)[CH3:13] |f:1.2|. Reported procedure: A solution of 16.0 g of 3-quinuclidinone (hydrochloride) in 100 ml of water is treated with 100 ml of a 32% sodium hydroxide solution. 36.0 g of 4-(2-ethylhexyloxy)benzaldehyde [can be prepared from p-hydroxybenzaldehyde by reaction with 1-chloro-2-ethylhexane], dissolved in 250 ml of ethanol, is then added with stirring and the mixture is heated under reflux for 3 hours. After the reaction is complete, it is worked up in the customary manner. 2-[4-(2-ethylhexyloxy)benzylidene]quinuclidin-3-one ... Reactants: C1(CCC1)OC1=NC=C(C=C1C=1NC(C2=C(N1)C(=NN2C)CCC)=O)[N+](=O)[O-] (5-[2-(Cyclobutyloxy)-5-nitro-3-pyridinyl]-1-methyl-3-propyl-1,6-dihydro-7H-pyrazolo[4,3-d]pyrimidin-7-one), C(C)(=O)O (acetic acid). Reagents/catalysts: [Pd] (Pd on carbon). Reaction conditions: time 14 hour. Product: NC=1C=C(C(=NC1)OC1CCC1)C=1NC(C2=C(N1)C(=NN2C)CCC)=O (5-[5-amino-2-(cyclobutyloxy)-3-pyridinyl]-1-methyl-3-propyl-1,6-dihydro-7H-pyrazolo[4,3-d]pyrimidin-7-one), C1(CCC1)OC1=C(C=C(C=N1)NC(C)=O)C=1NC(C2=C(N1)C(=NN2C)CCC)=O (N-[6-(cyclobutyloxy)-5-(1-methyl-7-oxo-3-propyl-6,7-dihydro-1H-pyrazolo[4,3-d]pyrimidin-5-yl)-3-pyridinyl]acetamide). As a reaction SMILES: [CH:1]1([O:5][C:6]2[C:11]([C:12]3[NH:13][C:14](=[O:25])[C:15]4[N:20]([CH3:21])[N:19]=[C:18]([CH2:22][CH2:23][CH3:24])[C:16]=4[N:17]=3)=[CH:10][C:9]([N+:26]([O-])=O)=[CH:8][N:7]=2)[CH2:4][CH2:3][CH2:2]1.[C:29](O)(=[O:31])[CH3:30]>[Pd]>[NH2:26][C:9]1[CH:10]=[C:11]([C:12]2[NH:13][C:14](=[O:25])[C:15]3[N:20]([CH3:21])[N:19]=[C:18]([CH2:22][CH2:23][CH3:24])[C:16]=3[N:17]=2)[C:6]([O:5][CH:1]2[CH2:4][CH2:3][CH2:2]2)=[N:7][CH:8]=1.[CH:1]1([O:5][C:6]2[N:7]=[CH:8][C:9]([NH:26][C:29](=[O:31])[CH3:30])=[CH:10][C:11]=2[C:12]2[NH:13][C:14](=[O:25])[C:15]3[N:20]([CH3:21])[N:19]=[C:18]([CH2:22][CH2:23][CH3:24])[C:16]=3[N:17]=2)[CH2:4][CH2:3][CH2:2]1. Reported procedure: The title compound from example 88 (266 mg, 0.69 mmol) was dissolved in glacial acetic acid (10 ml) and the vessel charged with 5% Pd on carbon (20 mg) and stirred under hydrogen (60 psi) for 14 h. The catalyst was removed by filtration (Arbocel*) and the residue concentrated in vacuo. The residue was taken up in water (5 ml), basified to pH 8 (5% NaHCO3 solution) and extracted with methylene chloride (3×20 ml). Combined organic extracts were washed with brine (20 ml), dried over MgSO4, reduced ... Reactants: BrC1=C(C=NC=C1)N(C(C1=CC(=CC(=C1)C(F)(F)F)C(F)(F)F)=O)C (N-(4-bromo-pyridin-3-yl)-N-methyl-3,5-bis-trifluoromethyl-benzamide), COC1=NC=CC=C1B(O)O (2-methoxy-3-pyridinyl boronic acid), solid. Solvent: CN(C)C=O (DMF). Yields the product COC1=NC=CC=C1C1=C(C=NC=C1)N(C(C1=CC(=CC(=C1)C(F)(F)F)C(F)(F)F)=O)C (N-(2-Methoxy-[3,4]bipyridinyl-3′-yl)-N-methyl-3,5-bis-trifluoromethyl-benzamide). As a reaction SMILES: Br[C:2]1[CH:7]=[CH:6][N:5]=[CH:4][C:3]=1[N:8]([CH3:25])[C:9](=[O:24])[C:10]1[CH:15]=[C:14]([C:16]([F:19])([F:18])[F:17])[CH:13]=[C:12]([C:20]([F:23])([F:22])[F:21])[CH:11]=1.[CH3:26][O:27][C:28]1[C:33](B(O)O)=[CH:32][CH:31]=[CH:30][N:29]=1>CN(C=O)C>[CH3:26][O:27][C:28]1[C:33]([C:2]2[CH:7]=[CH:6][N:5]=[CH:4][C:3]=2[N:8]([CH3:25])[C:9](=[O:24])[C:10]2[CH:15]=[C:14]([C:16]([F:19])([F:18])[F:17])[CH:13]=[C:12]([C:20]([F:23])([F:22])[F:21])[CH:11]=2)=[CH:32][CH:31]=[CH:30][N:29]=1. Reported procedure: The title compound was prepared in analogy to example 25, from N-(4-bromo-pyridin-3-yl)-N-methyl-3,5-bis-trifluoromethyl-benzamide (example 25, intermediate a) and 2-methoxy-3-pyridinyl boronic acid (CAS RN 163105-90-6) and using DMF as reaction solvent. Colorless solid (23%). MS (ESI): m/z=455.8 [M+H]+. Reactants: O=C([O-])O, [Na+], Cc1cc(=O)n(CC2OCCO2)c2ccccc12, O=C(O)C(F)(F)F. The product is Cc1cc(=O)n(CC=O)c2ccccc12. Reaction SMILES: [C:19](=[O:20])([O-:21])[OH:22].[Na+:23].[O:1]1[CH:2]([CH2:6][n:7]2[c:8](=[O:18])[cH:9][c:10]([CH3:17])[c:11]3[cH:12][cH:13][cH:14][cH:15][c:16]23)[O:5][CH2:4][CH2:3]1.[OH:24][C:25]([C:26]([F:27])([F:28])[F:29])=[O:30]>>[O:1]=[CH:2][CH2:6][n:7]1[c:8](=[O:18])[cH:9][c:10]([CH3:17])[c:11]2[cH:12][cH:13][cH:14][cH:15][c:16]12.